The task is: describe an organic reaction: reactants, conditions, products, and yield. This data is from the Open Reaction Database (ORD), a public repository of structured organic reaction records. Starting materials: CNC[C@H](O)[C@@H](O)[C@H](O)[C@H](O)CO (N-methyl-D-glucamine), O.O1CCOCC1 (water dioxan), C12(CC3CC(CC(C1)C3)C2)CC=2NC(=CC2C(=O)O)C2=CC=CC=C2 (2-Adamantan-1-ylmethyl-5-phenyl-1H-pyrrole-3-carboxylic Acid), C(C1=CC=CC=C1)OC(C1=CC(=CC=C1)N)=O (3-amino-benzoic acid benzyl ester). Run in O (H2O). Yields the product benzyl ester, C12(CC3CC(CC(C1)C3)C2)CC=2NC(=CC2C(=O)NC=2C=C(C(=O)O)C=CC2)C2=CC=CC=C2 (3-[(2-Adamantan-1-ylmethyl-5-phenyl-1H-pyrrole-3-carbonyl)-amino]-benzoic Acid). RXN SMILES: [C:1]12([CH2:11][C:12]3[NH:13][C:14]([C:20]4[CH:25]=[CH:24][CH:23]=[CH:22][CH:21]=4)=[CH:15][C:16]=3[C:17](O)=[O:18])[CH2:10][CH:5]3[CH2:6][CH:7]([CH2:9][CH:3]([CH2:4]3)[CH2:2]1)[CH2:8]2.C([O:33][C:34](=[O:42])[C:35]1[CH:40]=[CH:39][CH:38]=[C:37]([NH2:41])[CH:36]=1)C1C=CC=CC=1.CNC[C@@H]([C@H]([C@@H]([C@@H](CO)O)O)O)O.O.O1CCOCC1>O>[C:1]12([CH2:11][C:12]3[NH:13][C:14]([C:20]4[CH:21]=[CH:22][CH:23]=[CH:24][CH:25]=4)=[CH:15][C:16]=3[C:17]([NH:41][C:37]3[CH:36]=[C:35]([CH:40]=[CH:39][CH:38]=3)[C:34]([OH:33])=[O:42])=[O:18])[CH2:10][CH:5]3[CH2:6][CH:7]([CH2:9][CH:3]([CH2:4]3)[CH2:2]1)[CH2:8]2 |f:3.4|. Reported procedure: The benzyl ester of the title compound was prepared by reacting 2-adamantan-1-ylmethyl-5-phenyl-1H-pyrrole-3-carboxylic acid (Example 1, step c) with 3-amino-benzoic acid benzyl ester according to the procedure of Example 1, step d. This was converted to the title compound using the procedure of Example 1, step e. 1H NMR (300 MHz, d6-DMSO) 11.19 (1H, s), 9.62 (1H, s), 8.37 (1H, s), 7.97 (1H, d) 7.66 (2H, d), 7.58 (1H, d), 7.39 (3H, m), 7.16 (2H, m), 2.84 (2H, s), 1.88 (3H, br s), 1.54 (12H, m). ... Conditions: time 18 hour. Reaction SMILES: [CH2:1]([O:3][C:4](=[O:20])[CH:5]([NH:17][CH:18]=[O:19])[CH:6]=[C:7]([CH2:15]Br)[CH2:8][CH2:9][CH2:10][O:11][C:12](=[O:14])[CH3:13])[CH3:2].[P:21]([O:30]C(C)C)([O:26][CH:27]([CH3:29])[CH3:28])[O:22][CH:23]([CH3:25])[CH3:24]>>[CH2:1]([O:3][C:4](=[O:20])[CH:5]([NH:17][CH:18]=[O:19])[CH:6]=[C:7]([CH2:15][P:21]([O:26][CH:27]([CH3:29])[CH3:28])([O:22][CH:23]([CH3:25])[CH3:24])=[O:30])[CH2:8][CH2:9][CH2:10][O:11][C:12](=[O:14])[CH3:13])[CH3:2]. Product: C(C)OC(C(C=C(CCCOC(C)=O)CP(=O)(OC(C)C)OC(C)C)NC=O)=O (7-acetoxy-4-diisopropylphosphonomethyl-2-formylamino-hept-3-enoic acid ethyl ester). Procedure: 6.1 g (17.4 mmol) of 7-acetoxy-4-bromomethyl-2-formylaminohept-3-enoic acid ethyl ester and 19.1 ml (69.6 mmol) of triisopropyl phosphite (90%) are heated to 80° C. and stirred under a pressure of approximately 130 mbar for 18 hours. The excess triisopropyl phosphite is distilled off and the residue is purified on silica gel with ethyl acetate. 7-acetoxy-4-diisopropylphosphonomethyl-2-formylamino-hept-3-enoic acid ethyl ester is obtained in the form of a yellow oil. Starting materials: C(C)OC(C(C=C(CCCOC(C)=O)CBr)NC=O)=O (7-acetoxy-4-bromomethyl-2-formylaminohept-3-enoic acid ethyl ester), P(OC(C)C)(OC(C)C)OC(C)C (triisopropyl phosphite). Starting materials: CCO, [OH-], [OH-], [Pd+2], COc1ccc2ncc(F)c(C(O)CN3CCC(CN(Cc4ccccc4)C(=O)[O-])C3)c2n1. Product: COc1ccc2ncc(F)c(C(O)CN3CCC(CN)C3)c2n1. As a reaction SMILES: [CH3:34][CH2:35][OH:36].[OH-:37].[OH-:38].[Pd+2:39].[c:1]1([CH2:2][N:8]([C:3](=[O:4])[O-:5])[CH2:12][CH:13]2[CH2:14][N:15]([CH2:18][CH:19]([OH:20])[c:21]3[c:22]([F:33])[cH:23][n:24][c:25]4[cH:26][cH:27][c:28]([O:31][CH3:32])[n:29][c:30]34)[CH2:16][CH2:17]2)[cH:6][cH:7][cH:9][cH:10][cH:11]1>>[NH2:8][CH2:12][CH:13]1[CH2:14][N:15]([CH2:18][CH:19]([OH:20])[c:21]2[c:22]([F:33])[cH:23][n:24][c:25]3[cH:26][cH:27][c:28]([O:31][CH3:32])[n:29][c:30]23)[CH2:16][CH2:17]1. The reactants are BrC=1C=C(C=CC1)S (3-Bromothiophenol), ClN1C(CCC1=O)=O (N-Chlorosuccinimide), C(C)OC(=O)C=1NC2=CC(=CC=C2C1)Cl (6-chloro-1H-indole-2-carboxylic acid ethyl ester). The solvent is C(Cl)Cl (DCM), C(Cl)Cl (DCM). Reaction conditions: temperature -78 celsius, time 30 minute. Yields the product C(C)OC(=O)C=1NC2=CC(=CC=C2C1SC1=CC(=CC=C1)Br)Cl (3-(3-Bromo-phenylsulfanyl)-6-chloro-1H-indole-2-carboxylic acid ethyl ester). Reaction SMILES: ClN1C(=O)CCC1=O.[Br:9][C:10]1[CH:11]=[C:12]([SH:16])[CH:13]=[CH:14][CH:15]=1.[CH2:17]([O:19][C:20]([C:22]1[NH:23][C:24]2[C:29]([CH:30]=1)=[CH:28][CH:27]=[C:26]([Cl:31])[CH:25]=2)=[O:21])[CH3:18]>C(Cl)Cl>[CH2:17]([O:19][C:20]([C:22]1[NH:23][C:24]2[C:29]([C:30]=1[S:16][C:12]1[CH:13]=[CH:14][CH:15]=[C:10]([Br:9])[CH:11]=1)=[CH:28][CH:27]=[C:26]([Cl:31])[CH:25]=2)=[O:21])[CH3:18]. Reported procedure: N-Chlorosuccinimide (1.59 g, 12 mmol) was dissolved in DCM (100 mL) and the solution was cooled to −78° C. 3-Bromothiophenol (1.24 mL, 12 mmol) was added dropwise and the reaction stirred for 30 minutes. Then, 6-chloro-1H-indole-2-carboxylic acid ethyl ester (2.2 g, 10 mmol) as a solution in DCM was added in 3 portions and the reaction was allowed to slowly warm to room temperature and continued stirring overnight. The reaction mixture was concentrated then purified by silica gel chromatography ...